Dataset: the Open Reaction Database (ORD), a public repository of structured organic reaction records. Task: describe an organic reaction: reactants, conditions, products, and yield Reactants: COCOC1=CC=C2CC(COC2=C1)(C)C1=CC=C(C=C1)OCOC (7-(methoxymethoxy)-3-(4-(methoxymethoxy)phenyl)-3-methylchroman), N1CCCCC1 (piperidine), C(Cl)Cl (CH2Cl2). Run in CO (methanol). Yields the product COCOC1=CC=C2C(C(COC2=C1)(C)C1=CC=C(C=C1)OCOC)C1=CC=C(C=C1)OCCCCC1CCNCC1 ((3RS,4RS)-7-methoxymethoxy-3-(4-(methoxymethoxy)phenyl)-3-methyl-4-[4-(4-piperidylbutyloxy)phenyl]chroman). The yield is 150.5%. Reaction SMILES: [CH3:1][O:2][CH2:3][O:4][C:5]1[CH:14]=[C:13]2[C:8]([CH2:9][C:10]([C:16]3[CH:21]=[CH:20][C:19]([O:22][CH2:23][O:24][CH3:25])=[CH:18][CH:17]=3)([CH3:15])[CH2:11][O:12]2)=[CH:7][CH:6]=1.[NH:26]1[CH2:31][CH2:30][CH2:29][CH2:28][CH2:27]1.C(Cl)Cl>CO>[CH3:1][O:2][CH2:3][O:4][C:5]1[CH:14]=[C:13]2[C:8]([CH:9]([C:6]3[CH:5]=[CH:14][C:13]([O:12][CH2:11][CH2:10][CH2:16][CH2:17][CH:29]4[CH2:30][CH2:31][NH:26][CH2:27][CH2:28]4)=[CH:8][CH:7]=3)[C:10]([C:16]3[CH:17]=[CH:18][C:19]([O:22][CH2:23][O:24][CH3:25])=[CH:20][CH:21]=3)([CH3:15])[CH2:11][O:12]2)=[CH:7][CH:6]=1. Procedure details: To (3RS,4RS)-4-[4-(4-chlorobutyloxy)phenyl]-(7-(methoxymethoxy)-3-(4-(methoxymethoxy)phenyl)-3-methylchroman (393 mg, 0.75 mmol) was added piperidine (738 mg, 7.5 mmol) and the mixture was refluxed for 12 h. After cooling, the mixture was extracted with ethyl acetate, dried over MgSO4, and filtered. The filtrate was evaporated under reduced pressure, and the concentrate thus obtained was subjected to silica gel columnchromatography (CH2Cl2:methanol=20:1) to give 325 mg (yield: 75%) of a colorles... Reactants: CN1CC2N(C3=C(C(C4=C2C=CC=C4)=O)C=NC=C3)CC1 (2-methyl-10-oxo-1,2,3,4,10,14b-hexahydro-benzo[c]pyrazino[1,2-a]pyrido[3,4-f]azepine), O.NN (hydrazine hydrate), C(COCCO)O (di-ethylene glycol), [OH-].[K+] (KOH). Solvent: CS(=O)C (DMSO). Run at temperature 160 celsius, time 30 minute. The product is CN1CC2N(C3=C(CC4=C2C=CC=C4)C=NC=C3)CC1 (2-methyl-1,2,3,4,10,14b-hexahydro-benzo[c]pyrazino[1,2-a]pyrido[3,4-f]azepine). Isolated yield 90.6%. As a reaction SMILES: [CH3:1][N:2]1[CH2:21][CH2:20][N:5]2[C:6]3[CH:19]=[CH:18][N:17]=[CH:16][C:7]=3[C:8](=O)[C:9]3[CH:14]=[CH:13][CH:12]=[CH:11][C:10]=3[CH:4]2[CH2:3]1.C(O)COCCO.[OH-].[K+].O.NN>CS(C)=O>[CH3:1][N:2]1[CH2:21][CH2:20][N:5]2[C:6]3[CH:19]=[CH:18][N:17]=[CH:16][C:7]=3[CH2:8][C:9]3[CH:14]=[CH:13][CH:12]=[CH:11][C:10]=3[CH:4]2[CH2:3]1 |f:2.3,4.5|. Procedure details: 800 mg (0.00285 mol) 2-methyl-10-oxo-1,2,3,4,10,14b-hexahydro-benzo[c]pyrazino[1,2-a]pyrido[3,4-f]azepine is added to a well-stirred suspension consisting of 4 ml di-ethylene glycol, 1 ml DMSO, 0.4 g KOH and 1 ml 80% hydrazine hydrate. The reaction is exothermic; the temperature of the reaction mixture is adjusted to 120° C and held there for 30 minutes. During this period hydrazine/water (0.8 ml) is distilled off, and the reaction temperature is then raised to 160° C for 2 hours. The reaction m... The reactants are N#Cc1cc(N)ccc1N1CCN(CCO)CC1, O=C(O)c1cc2ccccc2s1. Product: N#Cc1cc(NC(=O)c2cc3ccccc3s2)ccc1N1CCN(CCO)CC1. RXN SMILES: [NH2:13][c:14]1[cH:15][cH:16][c:17]([N:22]2[CH2:23][CH2:24][N:25]([CH2:28][CH2:29][OH:30])[CH2:26][CH2:27]2)[c:18]([C:19]#[N:20])[cH:21]1.[s:1]1[c:2]2[c:3]([cH:4][c:5]1[C:6](=[O:7])[OH:8])[cH:9][cH:10][cH:11][cH:12]2>>[s:1]1[c:2]2[c:3]([cH:4][c:5]1[C:6](=[O:8])[NH:13][c:14]1[cH:15][cH:16][c:17]([N:22]3[CH2:23][CH2:24][N:25]([CH2:28][CH2:29][OH:30])[CH2:26][CH2:27]3)[c:18]([C:19]#[N:20])[cH:21]1)[cH:9][cH:10][cH:11][cH:12]2. The reactants are NO (Hydroxylamine), CC1=NC=C(C#N)C=C1 (6-methylnicotinonitrile). Solvent: C(C)O (ethanol), C(C)O (ethanol). Yields the product ON=C(C1=CN=C(C=C1)C)N (N′-hydroxy-6-methylnicotinimidamide). RXN SMILES: [NH2:1][OH:2].[CH3:3][C:4]1[CH:11]=[CH:10][C:7]([C:8]#[N:9])=[CH:6][N:5]=1>C(O)C>[OH:2][N:1]=[C:8]([NH2:9])[C:7]1[CH:10]=[CH:11][C:4]([CH3:3])=[N:5][CH:6]=1. Procedure details: Hydroxylamine (Aldrich, 0.765 g, 10 mmol) in ethanol (10 mL) was treated with a solution 6-methylnicotinonitrile (Aldrich, 12.8 g, 100 mmol) in ethanol (10 mL). The reaction mixture was heated to reflux for 3 hours and then cooled to room temperature. The solvent was removed under vacuum and the residue was purified with flash column chromatography (5% methanol/dichloromethane) give the titled compound. 1H NMR (300 MHz, DMSO-d6) δ 2.2 (s, 3 H), 6.02 (bs, 2 H), 7.59 (m, 1 H), 8.06-8.0 (m, 2 H), 1... Starting materials: C(C1=CC=CC=C1)OC(CCl)CCl (2-benzyloxy-1,3-dichloro-propane), C(C)(C)(C)N (tert.-butylamine). The solvent is O (water). Run at temperature 90 celsius. Product: 17.5, C(C1=CC=CC=C1)OC1CN(C1)C(C)(C)C (3-benzyloxy-1-(tert.-butyl)azetidine). The yield is 80.0%. RXN SMILES: [CH2:1]([O:8][CH:9]([CH2:12]Cl)[CH2:10]Cl)[C:2]1[CH:7]=[CH:6][CH:5]=[CH:4][CH:3]=1.[C:14]([NH2:18])([CH3:17])([CH3:16])[CH3:15]>O>[CH2:1]([O:8][CH:9]1[CH2:12][N:18]([C:14]([CH3:17])([CH3:16])[CH3:15])[CH2:10]1)[C:2]1[CH:7]=[CH:6][CH:5]=[CH:4][CH:3]=1. Reported procedure: 21.9 parts of 2-benzyloxy-1,3-dichloro-propane, 71.3 parts of tert.-butylamine and 50 parts of water were added to an autoclave and the mixture was heated at 90° C. for 48 hours with agitation. The reaction mixture was cooled and treated in the same manner as in Example 29, followed by distillation under reduced pressure. As a result 17.5 parts of 3-benzyloxy-1-(tert.-butyl)azetidine boiling at 94° - 96° C. under 2 mm Hg were obtained. The yield was 80%. The results of infra-red spectrum analysi... The reactants are C(C)[Si](C=1OC=C(C1)C=O)(CC)CC (2-triethylsilyl-4-furaldehyde), [Li]N(CCN(C)C)C (lithio N,N,N'-trimethylethylenediamine), FC(S(=O)(=O)OC1=CC=CC=C1)(F)F (phenyl trifluoromethanesulfonate). The reagents and catalysts are [Cl-].[Zn+2].[Cl-] (zinc chloride), [Pd].C1(=CC=CC=C1)P(C1=CC=CC=C1)C1=CC=CC=C1.C1(=CC=CC=C1)P(C1=CC=CC=C1)C1=CC=CC=C1.C1(=CC=CC=C1)P(C1=CC=CC=C1)C1=CC=CC=C1.C1(=CC=CC=C1)P(C1=CC=CC=C1)C1=CC=CC=C1 (tetrakis (triphenylphosphine) palladium). Yields the product C(C)[Si](C=1OC(=C(C1)C=O)C1=CC=CC=C1)(CC)CC (2-Triethylsilyl-5-phenyl-4-furaldehyde). RXN SMILES: [CH2:1]([Si:3]([CH2:13][CH3:14])([CH2:11][CH3:12])[C:4]1[O:5][CH:6]=[C:7]([CH:9]=[O:10])[CH:8]=1)[CH3:2].[Li]N(C)CCN(C)C.FC(F)(F)S(O[C:29]1[CH:34]=[CH:33][CH:32]=[CH:31][CH:30]=1)(=O)=O>[Cl-].[Zn+2].[Cl-].[Pd].C1(P(C2C=CC=CC=2)C2C=CC=CC=2)C=CC=CC=1.C1(P(C2C=CC=CC=2)C2C=CC=CC=2)C=CC=CC=1.C1(P(C2C=CC=CC=2)C2C=CC=CC=2)C=CC=CC=1.C1(P(C2C=CC=CC=2)C2C=CC=CC=2)C=CC=CC=1>[CH2:13]([Si:3]([CH2:11][CH3:12])([CH2:1][CH3:2])[C:4]1[O:5][C:6]([C:29]2[CH:34]=[CH:33][CH:32]=[CH:31][CH:30]=2)=[C:7]([CH:9]=[O:10])[CH:8]=1)[CH3:14] |f:3.4.5,6.7.8.9.10|. Procedure: Treatment of 2-triethylsilyl-4-furaldehyde with lithio N,N,N'-trimethylethylenediamine, followed by phenyl trifluoromethanesulfonate in the presence of anhydrous zinc chloride and tetrakis (triphenylphosphine) palladium (O) provides the titled aldehyde. Reaction conditions: time 0.5 hour. Starting materials: ice, NC1=NC2=CC=C(C=C2C=C1[C@@H](CCC(=O)O)C1CCCCC1)OC1=CC=CC=C1 (4-(2-amino-6-phenoxy-quinoline-3-yl)-4-(S)-cyclohexyl-butyric acid), ClC(=O)OCC(C)C (isobutyl chloroformate), CN1CCOCC1 (N-methylmorpholine), CC(CCNCC=1N(C=CN1)C)(C)C ((3,3-dimethyl-butyl)-(1-methyl-1H-imidazole-2-ylmethyl)-amine). Yields the product NC1=NC2=CC=C(C=C2C=C1[C@@H](CCC(=O)N(CC=1N(C=CN1)C)CCC(C)(C)C)C1CCCCC1)OC1=CC=CC=C1 (4-(2-amino-6-phenoxy-quinolin-3-yl)-4-(S)-cyclohexyl-N-(3,3-dimethyl-butyl)-N-(1-methyl-1H-imidazol-2-ylmethyl)-butyramide). Procedure details: To an ice cold solution of 4-(2-amino-6-phenoxy-quinoline-3-yl)-4-(S)-cyclohexyl-butyric acid (0.085 mg, 0.19 mmol) in dichloromethane (2.0 mL) was added isobutyl chloroformate (0.025 mL, 0.19 mmol) and N-methylmorpholine (0.021 mL, 0.019 mmol). The reaction mixture was stirred at this temperature for 0.5 h. The reaction mixture was then reacted with a solution of (3,3-dimethyl-butyl)-(1-methyl-1H-imidazole-2-ylmethyl)-amine (0.037 mg, 0.19 mmol) in dichloromethane (0.5 mL) and stirred at 0° C. ... As a reaction SMILES: [NH2:1][C:2]1[C:11]([C@H:12]([CH:18]2[CH2:23][CH2:22][CH2:21][CH2:20][CH2:19]2)[CH2:13][CH2:14][C:15](O)=[O:16])=[CH:10][C:9]2[C:4](=[CH:5][CH:6]=[C:7]([O:24][C:25]3[CH:30]=[CH:29][CH:28]=[CH:27][CH:26]=3)[CH:8]=2)[N:3]=1.ClC(OCC(C)C)=O.CN1CCOCC1.[CH3:46][C:47]([CH3:59])([CH3:58])[CH2:48][CH2:49][NH:50][CH2:51][C:52]1[N:53]([CH3:57])[CH:54]=[CH:55][N:56]=1>ClCCl.C(Cl)(Cl)Cl>[NH2:1][C:2]1[C:11]([C@H:12]([CH:18]2[CH2:19][CH2:20][CH2:21][CH2:22][CH2:23]2)[CH2:13][CH2:14][C:15]([N:50]([CH2:49][CH2:48][C:47]([CH3:59])([CH3:58])[CH3:46])[CH2:51][C:52]2[N:53]([CH3:57])[CH:54]=[CH:55][N:56]=2)=[O:16])=[CH:10][C:9]2[C:4](=[CH:5][CH:6]=[C:7]([O:24][C:25]3[CH:26]=[CH:27][CH:28]=[CH:29][CH:30]=3)[CH:8]=2)[N:3]=1. Solvent: C(Cl)(Cl)Cl (CHCl3), ClCCl (dichloromethane), ClCCl (dichloromethane). Reactants: BrC=1N=CNC1C(=O)OCC (ethyl 4-bromo-1H-imidazole-5-carboxylate), [H-].[Na+] (sodium hydride), ClCOCC[Si](C)(C)C ([2-(chloromethoxy)ethyl]trimethylsilane). Run in C(C)(=O)OCC (ethyl acetate), CN(C=O)C (N,N-dimethylformamide). Run at time 20 minute. Product: BrC=1N=CN(C1C(=O)OCC)COCC[Si](C)(C)C (ethyl 4-bromo-1-((2-(trimethylsilyl)ethoxy)methyl)-1H-imidazole-5-carboxylate). Yield: 52.5%. As a reaction SMILES: [Br:1][C:2]1[N:3]=[CH:4][NH:5][C:6]=1[C:7]([O:9][CH2:10][CH3:11])=[O:8].[H-].[Na+].Cl[CH2:15][O:16][CH2:17][CH2:18][Si:19]([CH3:22])([CH3:21])[CH3:20]>CN(C)C=O.C(OCC)(=O)C>[Br:1][C:2]1[N:3]=[CH:4][N:5]([CH2:15][O:16][CH2:17][CH2:18][Si:19]([CH3:22])([CH3:21])[CH3:20])[C:6]=1[C:7]([O:9][CH2:10][CH3:11])=[O:8] |f:1.2|. Procedure details: To a solution of ethyl 4-bromo-1H-imidazole-5-carboxylate (400 mg, 1.83 mmol, 1.00 equiv) in N,N-dimethylformamide (2 mL) was added sodium hydride (100 mg, 4.17 mmol, 1.00 equiv) in portions. The reaction was stirred at room temperature for 20 min then [2-(chloromethoxy)ethyl]trimethylsilane (300 mg, 1.80 mmol, 1.00 equiv) was added. The resulting solution was stirred at room temperature for 5 h and then diluted with 50 mL of ethyl acetate. The mixture was washed with 3×10 mL of brine then the o... Reactants: ClC1=C(C=C(C=C1)OC1=C(C=C(C=C1)CCO)F)C(F)(F)F (2-(4-{[4-chloro-3-(trifluoromethyl)phenyl]oxy}-3-fluorophenyl)ethanol), N#CN (cyanamide), FC(S(=O)(=O)O)(F)F (trifluoromethanesulfonic acid). The solvent is C1CCOC1 (THF). Run at temperature 60 celsius, time 4 hour. Product: C(N)(OCCC1=CC(=C(C=C1)OC1=CC(=C(C=C1)Cl)C(F)(F)F)F)=N (2-(4-{[4-Chloro-3-(trifluoromethyl)phenyl]oxy}-3-fluorophenyl)ethyl imidocarbamate). Yield: 33.3%. As a reaction SMILES: [Cl:1][C:2]1[CH:7]=[CH:6][C:5]([O:8][C:9]2[CH:14]=[CH:13][C:12]([CH2:15][CH2:16][OH:17])=[CH:11][C:10]=2[F:18])=[CH:4][C:3]=1[C:19]([F:22])([F:21])[F:20].[N:23]#[C:24][NH2:25].FC(F)(F)S(O)(=O)=O>C1COCC1>[C:24](=[NH:23])([O:17][CH2:16][CH2:15][C:12]1[CH:13]=[CH:14][C:9]([O:8][C:5]2[CH:6]=[CH:7][C:2]([Cl:1])=[C:3]([C:19]([F:22])([F:20])[F:21])[CH:4]=2)=[C:10]([F:18])[CH:11]=1)[NH2:25]. Procedure details: To the solution of 2-(4-{[4-chloro-3-(trifluoromethyl)phenyl]oxy}-3-fluorophenyl)ethanol (4.0 g, 11.95 mmol) and cyanamide (0.603 g, 14.34 mmol) in anhydrous THF (25 mL) was added trifluoromethanesulfonic acid (2.55 mL, 28.7 mmol) at 0° C. The reaction mixture was stirred at 60° C. for 4 h. Purification via a reverse phase Biotage then afforded the title compound as a white solid (1.5 g, 23.82% yield). LCMS: rt=3.68 min, [M+H+]=377 The reactants are CCO, CC(=O)c1c(OCC=C(C)C)ccc2c(=O)c(C)c(-c3ccccc3)oc12, O=Cc1ccccc1, [K+], [OH-], O. The product is CC(C)=CCOc1ccc2c(=O)c(C)c(-c3ccccc3)oc2c1C(=O)C=Cc1ccccc1. RXN SMILES: [CH3:38][CH2:39][OH:40].[CH3:3][C:4](=[CH:5][CH2:6][O:7][c:8]1[cH:9][cH:10][c:11]2[c:12](=[O:28])[c:13]([CH3:27])[c:14](-[c:21]3[cH:22][cH:23][cH:24][cH:25][cH:26]3)[o:15][c:16]2[c:17]1[C:18]([CH3:19])=[O:20])[CH3:29].[CH:30](=[O:31])[c:32]1[cH:33][cH:34][cH:35][cH:36][cH:37]1.[K+:2].[OH-:1].[OH2:41]>>[CH3:3][C:4](=[CH:5][CH2:6][O:7][c:8]1[cH:9][cH:10][c:11]2[c:12](=[O:28])[c:13]([CH3:27])[c:14](-[c:21]3[cH:22][cH:23][cH:24][cH:25][cH:26]3)[o:15][c:16]2[c:17]1[C:18]([CH:19]=[CH:30][c:32]1[cH:33][cH:34][cH:35][cH:36][cH:37]1)=[O:20])[CH3:29].